This data is from the Open Reaction Database (ORD), a public repository of structured organic reaction records. The task is: describe an organic reaction: reactants, conditions, products, and yield Starting materials: CN1CCC(CC(C#N)c2ccc(Br)cc2)CC1, O=C([O-])[O-], CO, [Na+], [Na+], O, O=S(=O)(O)O. Product: CN1CCC(CC(C(=O)O)c2ccc(Br)cc2)CC1. As a reaction SMILES: [Br:1][c:2]1[cH:3][cH:4][c:5]([CH:8]([C:9]#[N:10])[CH2:11][CH:12]2[CH2:13][CH2:14][N:15]([CH3:18])[CH2:16][CH2:17]2)[cH:6][cH:7]1.[C:25]([O-:26])([O-:27])=[O:28].[CH3:31][OH:32].[Na+:29].[Na+:30].[OH2:24].[S:19](=[O:20])(=[O:21])([OH:22])[OH:23]>>[Br:1][c:2]1[cH:3][cH:4][c:5]([CH:8]([CH2:11][CH:12]2[CH2:13][CH2:14][N:15]([CH3:18])[CH2:16][CH2:17]2)[C:25]([OH:26])=[O:28])[cH:6][cH:7]1.